describe an organic reaction: reactants, conditions, products, and yield From a dataset of the Open Reaction Database (ORD), a public repository of structured organic reaction records. The reactants are FC(C)(F)C1=CC=C(O1)CN1N=C(C=C1)N (1-[5-(1,1-difluoro-ethyl)-furan-2-ylmethyl]-1H-pyrazol-3-ylamine), C1(=CC(=CC=C1)/C=C/C(=O)O)C ((E)-3-m-tolyl-acrylic acid), 05b. Product: FC(C)(F)C1=CC=C(O1)CN1N=C(C=C1)NC(\C=C\C=1C=C(C=CC1)C)=O ((E)-N-{1-[5-(1,1-Difluoro-ethyl)-furan-2-ylmethyl]-1H-pyrazol-3-yl}-3-m-tolyl-acrylamide). RXN SMILES: [F:1][C:2]([C:5]1[O:9][C:8]([CH2:10][N:11]2[CH:15]=[CH:14][C:13]([NH2:16])=[N:12]2)=[CH:7][CH:6]=1)([F:4])[CH3:3].[C:17]1([CH3:28])[CH:22]=[CH:21][CH:20]=[C:19](/[CH:23]=[CH:24]/[C:25](O)=[O:26])[CH:18]=1>>[F:4][C:2]([C:5]1[O:9][C:8]([CH2:10][N:11]2[CH:15]=[CH:14][C:13]([NH:16][C:25](=[O:26])/[CH:24]=[CH:23]/[C:19]3[CH:18]=[C:17]([CH3:28])[CH:22]=[CH:21][CH:20]=3)=[N:12]2)=[CH:7][CH:6]=1)([F:1])[CH3:3]. Procedure details: Following general procedure B, starting from 1-[5-(1,1-difluoro-ethyl)-furan-2-ylmethyl]-1H-pyrazol-3-ylamine and (E)-3-m-tolyl-acrylic acid. LC-MS-conditions 05b: tR=1.13 min; [M+H]+=372.16. The reactants are CCO, COC(=O)c1cc(-c2ccccc2)n(C)n1, [Na+], [OH-], O. Yields the product Cn1nc(C(=O)O)cc1-c1ccccc1. Reaction SMILES: [CH3:19][CH2:20][OH:21].[CH3:1][n:2]1[n:3][c:4]([C:13](=[O:14])[O:15][CH3:16])[cH:5][c:6]1-[c:7]1[cH:8][cH:9][cH:10][cH:11][cH:12]1.[Na+:18].[OH-:17].[OH2:22]>>[CH3:1][n:2]1[n:3][c:4]([C:13](=[O:14])[OH:15])[cH:5][c:6]1-[c:7]1[cH:8][cH:9][cH:10][cH:11][cH:12]1. Reactants: C(C)(C)(C)OC(=O)N1C(OC[C@@H]1CCC1=NC(=CC=C1)C(F)(F)F)(C)C ((S)-2,2-Dimethyl-4-[2-(6-trifluoromethyl-pyridin-2-yl)-ethyl]-oxazolidine-3-carboxylic acid tert-butyl ester), Cl (hydrochloric acid). Solvent: C(C)O (ethanol), C(C)O (ethanol). Run at temperature 60 celsius, time 2 hour. Product: N[C@H](CO)CCC1=NC(=CC=C1)C(F)(F)F ((S)-2-Amino-4-(6-trifluoromethyl-pyridin-2-yl)-butan-1-ol). Reaction SMILES: C(OC([N:8]1[C@@H:12]([CH2:13][CH2:14][C:15]2[CH:20]=[CH:19][CH:18]=[C:17]([C:21]([F:24])([F:23])[F:22])[N:16]=2)[CH2:11][O:10]C1(C)C)=O)(C)(C)C.Cl>C(O)C>[NH2:8][C@@H:12]([CH2:13][CH2:14][C:15]1[CH:20]=[CH:19][CH:18]=[C:17]([C:21]([F:24])([F:22])[F:23])[N:16]=1)[CH2:11][OH:10]. Procedure details: (S)-2,2-Dimethyl-4-[2-(6-trifluoromethyl-pyridin-2-yl)-ethyl]-oxazolidine-3-carboxylic acid tert-butyl ester (0.522 g, 1.39 mmol) was dissolved in ethanol (2.5 ml), hydrochloric acid in ethanol (5N, 2.5 ml) was added and the mixture was stirred at 60° C. for 2 hours. The solvent was evaporated and the residue was dissolved in dichloromethane. A solution of ammonia in methanol (2N, 2 ml) was added and the mixture was evaporated over Isolute® Flash-NH2 silicagel. Chromatography (column: Isolute® F...